This data is from the Open Reaction Database (ORD), a public repository of structured organic reaction records. The task is: describe an organic reaction: reactants, conditions, products, and yield Starting materials: Cc1cc(N2CCC(O)C2)c2ccc(OCc3ccccc3)cc2n1, C1CCOC1, CC(C)(C)[O-], CI, [K+]. The product is COC1CCN(c2cc(C)nc3cc(OCc4ccccc4)ccc23)C1. As a reaction SMILES: [CH2:1]([c:2]1[cH:3][cH:4][cH:5][cH:6][cH:7]1)[O:8][c:9]1[cH:10][cH:11][c:12]2[c:13]([N:20]3[CH2:21][CH:22]([OH:25])[CH2:23][CH2:24]3)[cH:14][c:15]([CH3:19])[n:16][c:17]2[cH:18]1.[CH2:34]1[O:35][CH2:36][CH2:37][CH2:38]1.[CH3:26][C:27]([CH3:28])([O-:29])[CH3:30].[CH3:32][I:33].[K+:31]>>[CH2:1]([c:2]1[cH:3][cH:4][cH:5][cH:6][cH:7]1)[O:8][c:9]1[cH:10][cH:11][c:12]2[c:13]([N:20]3[CH2:21][CH:22]([O:25][CH3:26])[CH2:23][CH2:24]3)[cH:14][c:15]([CH3:19])[n:16][c:17]2[cH:18]1. The reactants are C1=CC=C2C(=C1)C(=O)NS2(=O)=O (o-sulfobenzimide), S(=O)(Cl)Cl (thionyl chloride), CN(C=O)C (dimethylformamide). Solvent: O1CCOCC1 (dioxane). Conditions: temperature 110 celsius, time 8 hour. Yields the product ClC1=NS(C2=C1C=CC=C2)(=O)=O (3-chloro-1,2-benzisothiazole 1,1-dioxide). RXN SMILES: [CH:1]1[CH:6]=[C:5]2[C:7]([NH:9][S:10](=[O:12])(=[O:11])[C:4]2=[CH:3][CH:2]=1)=O.S(Cl)([Cl:15])=O.CN(C)C=O>O1CCOCC1>[Cl:15][C:7]1[C:5]2[CH:6]=[CH:1][CH:2]=[CH:3][C:4]=2[S:10](=[O:12])(=[O:11])[N:9]=1. Procedure details: To a solution of o-sulfobenzimide (5.00 g) in dioxane (20 ml) were added thionyl chloride (7.5 ml) and dimethylformamide (0.25 ml), and the mixture was stirred overnight at 110° C. The reaction mixture was concentrated under reduced pressure, and to the residue was added toluene (20 ml) to give 3-chloro-1,2-benzisothiazole 1,1-dioxide (3.77 g) as crystals. The obtained 3-chloro-1,2-benzisothiazole 1,1-dioxide (3.77 g) was dissolved in dioxane (20 ml), 3-aminorhodanine (2.77 g) was added thereto,... Reactants: COC(C)(C)C, [Cl-], ClP(Cl)(Cl)(Cl)Cl, [Na+], O, O=P(Cl)(Cl)Cl, O=S(=O)(O)c1cccnc1. Product: O=S(=O)(Cl)c1cccnc1. Reaction SMILES: [CH3:25][O:26][C:27]([CH3:28])([CH3:29])[CH3:30].[Cl-:22].[Cl:11][P:12]([Cl:13])([Cl:14])([Cl:15])[Cl:16].[Na+:23].[OH2:24].[P:17]([Cl:18])([Cl:19])([Cl:20])=[O:21].[n:1]1[cH:2][c:3]([S:7](=[O:8])(=[O:9])[OH:10])[cH:4][cH:5][cH:6]1>>[n:1]1[cH:2][c:3]([S:7](=[O:8])(=[O:10])[Cl:11])[cH:4][cH:5][cH:6]1. Reactants: alkanoic acid, C(C)(=O)O (acetic acid), C(C)#N (acetonitrile), C(C)(=O)[O-].[Na+] (sodium acetate), formula IV, C(C1=CC=CC=C1)(=O)C=1NC=CC1CCC(C(=O)OCC)C(=O)OCC (2-benzoyl-[3,3-di(ethoxycarbonyl)propyl]pyrrole). Reagents/catalysts: [Mn+3] (manganese(III)), C(C)(=O)[O-].[Mn+3].C(C)(=O)[O-].C(C)(=O)[O-] (manganese(III) acetate). Run in C(C)OCC (diethyl ether). Yields the product C(C1=CC=CC=C1)(=O)C=1N2CCC(C2=CC1)(C(=O)OCC)C(=O)OCC (diethyl 5-benzoyl-2,3-dihydro-1H-pyrrolizine-1,1-dicarboxylate). Reaction SMILES: C(O)(=O)C.C(#N)C.C([O-])(=O)C.[Na+].[C:13]([C:21]1[NH:22][CH:23]=[CH:24][C:25]=1[CH2:26][CH2:27][CH:28]([C:34]([O:36][CH2:37][CH3:38])=[O:35])[C:29]([O:31][CH2:32][CH3:33])=[O:30])(=[O:20])[C:14]1[CH:19]=[CH:18][CH:17]=[CH:16][CH:15]=1>C(OCC)C.[Mn+3].C([O-])(=O)C.[Mn+3].C([O-])(=O)C.C([O-])(=O)C>[C:13]([C:21]1[N:22]2[C:27](=[CH:26][CH:25]=1)[C:28]([C:34]([O:36][CH2:37][CH3:38])=[O:35])([C:29]([O:31][CH2:32][CH3:33])=[O:30])[CH2:24][CH2:23]2)(=[O:20])[C:14]1[CH:19]=[CH:18][CH:17]=[CH:16][CH:15]=1 |f:2.3,7.8.9.10|. Reported procedure: To a warm, preferably 60°-80° C., mixture of a high valence metal ion, preferably a manganese(III) salt, and more preferably manganese(III) acetate, in an alkanoic acid, preferably acetic acid, or a polar aprotic solvent such as acetonitrile, is added a weak base, preferably sodium acetate, and a compound of formula IV, preferably 2-benzoyl-[3,3-di(ethoxycarbonyl)propyl]pyrrole. The reaction is stirred, preferably at 50°-70° C. until the reaction is complete. The reaction mixture is diluted with...